This data is from the Open Reaction Database (ORD), a public repository of structured organic reaction records. The task is: describe an organic reaction: reactants, conditions, products, and yield Reported procedure: To a suspension of sodium hydride (0.065 g of a 65% dispersion in mineral oil) in dry N,N-dimethylformamide (5 ml) was added dropwise a solution of (3RS)-3-tert-butoxycarbonylamino-2,3-dihydro-5-isopropyl-1H-1, 4-benzodiazepin-2-one (0.508 g) in dry N,N-dimethylformamide (5 ml) under cooling in an ice-bath. The mixture was stirred under the same condition for 30 minutes and then at ambient temperature for 2 hours. To the mixture was added dropwise a solution of 2-acetyl-3-bromomethylthiophene (0... RXN SMILES: [H-].[Na+].[C:3]([O:7][C:8]([NH:10][CH:11]1[N:17]=[C:16]([CH:18]([CH3:20])[CH3:19])[C:15]2[CH:21]=[CH:22][CH:23]=[CH:24][C:14]=2[NH:13][C:12]1=[O:25])=[O:9])([CH3:6])([CH3:5])[CH3:4].[C:26]([C:29]1[S:30][CH:31]=[CH:32][C:33]=1[CH2:34]Br)(=[O:28])[CH3:27]>CN(C)C=O>[C:26]([C:29]1[S:30][CH:31]=[CH:32][C:33]=1[CH2:34][N:13]1[C:14]2[CH:24]=[CH:23][CH:22]=[CH:21][C:15]=2[C:16]([CH:18]([CH3:19])[CH3:20])=[N:17][CH:11]([NH:10][C:8]([O:7][C:3]([CH3:5])([CH3:6])[CH3:4])=[O:9])[C:12]1=[O:25])(=[O:28])[CH3:27] |f:0.1|. Run at time 30 minute. Solvent: CN(C=O)C (N,N-dimethylformamide), CN(C=O)C (N,N-dimethylformamide), CN(C=O)C (N,N-dimethylformamide). The product is C(C)(=O)C=1SC=CC1CN1C(C(N=C(C2=C1C=CC=C2)C(C)C)NC(=O)OC(C)(C)C)=O ((3RS)-1-(2-acetylthiophen-3-yl)methyl-3-tert-butoxycarbonylamino-2,3-dihydro-5-isopropyl-1H-1,4-benzodiazepin-2-one). The yield is 52.1%. The reactants are C(C)(C)(C)OC(=O)NC1C(NC2=C(C(=N1)C(C)C)C=CC=C2)=O ((3RS)-3-tert-butoxycarbonylamino-2,3-dihydro-5-isopropyl-1H-1, 4-benzodiazepin-2-one), C(C)(=O)C=1SC=CC1CBr (2-acetyl-3-bromomethylthiophene), [H-].[Na+] (sodium hydride). Starting materials: CO, O=C(CCl)N1CCCCC1, [I-], CCOC(=O)c1c2ccc(CC(=O)NO)ccc-2c(C(=O)OCC)c1N, [Na+], [Na]. Yields the product CCOC(=O)c1c2ccc(CC(=O)NOCC(=O)N3CCCCC3)ccc-2c(C(=O)OCC)c1N. RXN SMILES: [CH3:40][OH:41].[Cl:28][CH2:29][C:30](=[O:31])[N:32]1[CH2:33][CH2:34][CH2:35][CH2:36][CH2:37]1.[I-:39].[NH2:2][c:3]1[c:4]([C:23](=[O:24])[O:25][CH2:26][CH3:27])[c:5]2[cH:6][cH:7][c:8]([CH2:18][C:19]([NH:20][OH:21])=[O:22])[cH:9][cH:10][c:11]-2[c:12]1[C:13](=[O:14])[O:15][CH2:16][CH3:17].[Na+:38].[Na:1]>>[NH2:2][c:3]1[c:4]([C:23](=[O:24])[O:25][CH2:26][CH3:27])[c:5]2[cH:6][cH:7][c:8]([CH2:18][C:19]([NH:20][O:21][CH2:29][C:30](=[O:31])[N:32]3[CH2:33][CH2:34][CH2:35][CH2:36][CH2:37]3)=[O:22])[cH:9][cH:10][c:11]-2[c:12]1[C:13](=[O:14])[O:15][CH2:16][CH3:17]. Reactants: CC=1C=CC(=C(C(=O)O)C1)N1N=CC=N1 (5-methyl-2-(2H-1,2,3-triazol-2-yl)benzoic acid), BrC1=C(C(=O)O)C=C(C=C1)F (2-bromo-5-fluorobenzoic acid). Reported procedure: The title compound was prepared following the same general protocol as described for 5-methyl-2-(2H-1,2,3-triazol-2-yl)benzoic acid in Example A11 using 2-bromo-5-fluorobenzoic acid. MS (ESI) 208 (M+H). The product is FC=1C=CC(=C(C(=O)O)C1)N1N=CC=N1 (5-Fluoro-2-(2H-1,2,3-triazol-2-yl)benzoic acid). RXN SMILES: C[C:2]1[CH:3]=[CH:4][C:5]([N:11]2[N:15]=[CH:14][CH:13]=[N:12]2)=[C:6]([CH:10]=1)[C:7]([OH:9])=[O:8].BrC1C=CC([F:26])=CC=1C(O)=O>>[F:26][C:2]1[CH:3]=[CH:4][C:5]([N:11]2[N:15]=[CH:14][CH:13]=[N:12]2)=[C:6]([CH:10]=1)[C:7]([OH:9])=[O:8]. The reactants are COC(=O)C1CC(S(=O)(=O)c2ccc(F)cc2Cl)CN1c1cc(C)nn1C1CCOCC1, [Li+], [OH-]. Yields the product Cc1cc(N2CC(S(=O)(=O)c3ccc(F)cc3Cl)CC2C(=O)O)n(C2CCOCC2)n1. Reaction SMILES: [CH3:1][O:2][C:3](=[O:4])[CH:5]1[N:6]([c:21]2[cH:22][c:23]([CH3:32])[n:24][n:25]2[CH:26]2[CH2:27][CH2:28][O:29][CH2:30][CH2:31]2)[CH2:7][CH:8]([S:10](=[O:11])(=[O:12])[c:13]2[c:14]([Cl:20])[cH:15][c:16]([F:19])[cH:17][cH:18]2)[CH2:9]1.[Li+:33].[OH-:34]>>[O:2]=[C:3]([OH:4])[CH:5]1[N:6]([c:21]2[cH:22][c:23]([CH3:32])[n:24][n:25]2[CH:26]2[CH2:27][CH2:28][O:29][CH2:30][CH2:31]2)[CH2:7][CH:8]([S:10](=[O:11])(=[O:12])[c:13]2[c:14]([Cl:20])[cH:15][c:16]([F:19])[cH:17][cH:18]2)[CH2:9]1. Starting materials: CCO, Cc1[nH]cnc1C=C1CCc2[nH]c3c(F)cccc3c2C1=O, [H][H]. Product: Cc1[nH]cnc1CC1CCc2[nH]c3c(F)cccc3c2C1=O. RXN SMILES: [CH3:25][CH2:26][OH:27].[F:1][c:2]1[cH:3][cH:4][cH:5][c:6]2[c:7]3[c:12]([nH:13][c:14]12)[CH2:11][CH2:10][C:9](=[CH:15][c:16]1[n:17][cH:18][nH:19][c:20]1[CH3:21])[C:8]3=[O:22].[H:23][H:24]>>[F:1][c:2]1[cH:3][cH:4][cH:5][c:6]2[c:7]3[c:12]([nH:13][c:14]12)[CH2:11][CH2:10][CH:9]([CH2:15][c:16]1[n:17][cH:18][nH:19][c:20]1[CH3:21])[C:8]3=[O:22]. The reactants are N (ammonia), C(=O)=O.CC(=O)C (dry ice acetone), ClC=1C2=C(N=CN1)N(C=C2I)CC2CC2 (4-chloro-7-cyclopropylmethyl-5-iodo-7H-pyrrolo[2,3-d]pyrimidine). The solvent is O1CCOCC1 (dioxane), CC(C)O (iPrOH). Conditions: temperature 100 celsius. The product is C1(CC1)CN1C=C(C2=C1N=CN=C2N)I (7-Cyclopropylmethyl-5-iodo-7H-pyrrolo[2,3-d]pyrimidin-4-ylamine). As a reaction SMILES: [NH3:1].Cl[C:3]1[C:4]2[C:11]([I:12])=[CH:10][N:9]([CH2:13][CH:14]3[CH2:16][CH2:15]3)[C:5]=2[N:6]=[CH:7][N:8]=1.C(=O)=O.CC(C)=O>O1CCOCC1.CC(O)C>[CH:14]1([CH2:13][N:9]2[C:5]3[N:6]=[CH:7][N:8]=[C:3]([NH2:1])[C:4]=3[C:11]([I:12])=[CH:10]2)[CH2:16][CH2:15]1 |f:2.3|. Reported procedure: Gaseous ammonia (from a lecture bottle) was condensed into a suspension of 4-chloro-7-cyclopropylmethyl-5-iodo-7H-pyrrolo[2,3-d]pyrimidine (394.8 mg, 1.184 mmol) in dioxane (3 mL) and iPrOH (2 mL) in a sealable glass tube, cooled by dry ice/acetone, until the volume increased by ≈1 mL, then the tube was sealed and heated to 100° C. overnight. The solvents were evaporated, water was added, the mixture was extracted with CH2Cl2 (3×20 mL), and the combined CH2Cl2 extracts were washed with brine, dr... Starting materials: C[Si](CCOCN(C1=C(C(=NC=2N1N=CC2C=2C=NN(C2)C2=CC=CC=C2)C2CCC(CC2)(C(=O)OCCOC)OCCOC)Br)COCC[Si](C)(C)C)(C)C (2-methoxyethyl 4-(7-(bis((2-(trimethylsilyl)ethoxy)methyl)amino)-6-bromo-3-(1-phenyl-1H-pyrazol-4-yl)pyrazolo[1,5-a]pyrimidin-5-yl)-1-(2-methoxyethoxy)cyclohexanecarboxylate), C(CCC)[Sn](C(=C)OCC)(CCCC)CCCC (tributyl(1-ethoxyvinyl)tin). Reagents/catalysts: C=1C=CC(=CC1)[P](C=2C=CC=CC2)(C=3C=CC=CC3)[Pd]([P](C=4C=CC=CC4)(C=5C=CC=CC5)C=6C=CC=CC6)([P](C=7C=CC=CC7)(C=8C=CC=CC8)C=9C=CC=CC9)[P](C=1C=CC=CC1)(C=1C=CC=CC1)C=1C=CC=CC1 (Pd(PPh3)4). The solvent is O1CCOCC1 (dioxane). Reaction conditions: temperature 100 celsius, time 16 hour. Product: C[Si](CCOCN(C1=C(C(=NC=2N1N=CC2C=2C=NN(C2)C2=CC=CC=C2)C2CCC(CC2)(C(=O)OCCOC)OCCOC)C(=C)OCC)COCC[Si](C)(C)C)(C)C (2-methoxyethyl 4-(7-(bis((2-(trimethylsilyl)ethoxy)methyl)amino)-6-(1-ethoxyvinyl)-3-(1-phenyl-1H-pyrazol-4-yl)pyrazolo[1,5-a]pyrimidin-5-yl)-1-(2-methoxyethoxy)cyclohexanecarboxylate). The yield is 86.9%. As a reaction SMILES: [CH3:1][Si:2]([CH3:56])([CH3:55])[CH2:3][CH2:4][O:5][CH2:6][N:7]([CH2:47][O:48][CH2:49][CH2:50][Si:51]([CH3:54])([CH3:53])[CH3:52])[C:8]1[N:13]2[N:14]=[CH:15][C:16]([C:17]3[CH:18]=[N:19][N:20]([C:22]4[CH:27]=[CH:26][CH:25]=[CH:24][CH:23]=4)[CH:21]=3)=[C:12]2[N:11]=[C:10]([CH:28]2[CH2:33][CH2:32][C:31]([O:41][CH2:42][CH2:43][O:44][CH3:45])([C:34]([O:36][CH2:37][CH2:38][O:39][CH3:40])=[O:35])[CH2:30][CH2:29]2)[C:9]=1Br.C([Sn](CCCC)(CCCC)[C:62]([O:64][CH2:65][CH3:66])=[CH2:63])CCC>O1CCOCC1.C1C=CC([P]([Pd]([P](C2C=CC=CC=2)(C2C=CC=CC=2)C2C=CC=CC=2)([P](C2C=CC=CC=2)(C2C=CC=CC=2)C2C=CC=CC=2)[P](C2C=CC=CC=2)(C2C=CC=CC=2)C2C=CC=CC=2)(C2C=CC=CC=2)C2C=CC=CC=2)=CC=1>[CH3:1][Si:2]([CH3:56])([CH3:55])[CH2:3][CH2:4][O:5][CH2:6][N:7]([CH2:47][O:48][CH2:49][CH2:50][Si:51]([CH3:54])([CH3:53])[CH3:52])[C:8]1[N:13]2[N:14]=[CH:15][C:16]([C:17]3[CH:18]=[N:19][N:20]([C:22]4[CH:27]=[CH:26][CH:25]=[CH:24][CH:23]=4)[CH:21]=3)=[C:12]2[N:11]=[C:10]([CH:28]2[CH2:33][CH2:32][C:31]([O:41][CH2:42][CH2:43][O:44][CH3:45])([C:34]([O:36][CH2:37][CH2:38][O:39][CH3:40])=[O:35])[CH2:30][CH2:29]2)[C:9]=1[C:62]([O:64][CH2:65][CH3:66])=[CH2:63] |^1:84,86,105,124|. Procedure details: A mixture of 2-methoxyethyl 4-(7-(bis((2-(trimethylsilyl)ethoxy)methyl)amino)-6-bromo-3-(1-phenyl-1H-pyrazol-4-yl)pyrazolo[1,5-a]pyrimidin-5-yl)-1-(2-methoxyethoxy)cyclohexanecarboxylate (300 mg, 0.343 mmol), tributyl(1-ethoxyvinyl)tin (0.348 mL, 1.03 mmol), Pd(PPh3)4 (39.6 mg, 0.034 mmol) in dioxane (3.5 mL) was stirred at 100° C. under Ar for 16 h. The reaction mixture was passed through a short SiO2/KF (9:1) plug (eluting with EtOAc) to remove the majority of Tin species. After evaporating, t... Reactants: Cl (hydrochloric acid), ClC1=C(C=CC(=C1)F)NS(=O)(=O)C1C(=CC2(OCCO2)CC1)C(=O)O (8-[N-(2-chloro-4-fluorophenyl)sulfamoyl]-1,4-dioxaspiro[4.5]dec-6-ene-7-carboxylic acid), C(C)(=O)OCBr (bromomethyl acetate), C([O-])([O-])=O.[Cs+].[Cs+] (cesium carbonate). Reagents/catalysts: [I-].C(CCC)[N+](CCCC)(CCCC)CCCC (tetrabutylammonium iodide). The solvent is C(C)#N (acetonitrile). Conditions: time 1 hour. The product is ClC1=C(C=CC(=C1)F)NS(=O)(=O)C1C(=CC2(OCCO2)CC1)C(=O)OCOC(C)=O (Acetoxymethyl 8-[N-(2-chloro-4-fluorophenyl)sulfamoyl]-1,4-dioxaspiro[4.5]dec-6-ene-7-carboxylate). Isolated yield 70.4%. Reaction SMILES: [Cl:1][C:2]1[CH:7]=[C:6]([F:8])[CH:5]=[CH:4][C:3]=1[NH:9][S:10]([CH:13]1[CH2:22][CH2:21][C:16]2([O:20][CH2:19][CH2:18][O:17]2)[CH:15]=[C:14]1[C:23]([OH:25])=[O:24])(=[O:12])=[O:11].[C:26]([O:29][CH2:30]Br)(=[O:28])[CH3:27].C(=O)([O-])[O-].[Cs+].[Cs+].Cl>C(#N)C.[I-].C([N+](CCCC)(CCCC)CCCC)CCC>[Cl:1][C:2]1[CH:7]=[C:6]([F:8])[CH:5]=[CH:4][C:3]=1[NH:9][S:10]([CH:13]1[CH2:22][CH2:21][C:16]2([O:17][CH2:18][CH2:19][O:20]2)[CH:15]=[C:14]1[C:23]([O:25][CH2:30][O:29][C:26](=[O:28])[CH3:27])=[O:24])(=[O:12])=[O:11] |f:2.3.4,7.8|. Procedure: 1 g (2.55 mmol) of 8-[N-(2-chloro-4-fluorophenyl)sulfamoyl]-1,4-dioxaspiro[4.5]dec-6-ene-7-carboxylic acid obtained in Example 47a was dissolved in 20 ml of acetonitrile, and 0.50 ml (5.10 mmol) of bromomethyl acetate, 499 mg (1.53 mmol) of cesium carbonate and 471 mg (1.28 mmol) of tetrabutylammonium iodide were added thereto, followed by stirring for 1 hour at room temperature. 0.1 N hydrochloric acid was added to the reaction solution and the mixture was extracted with ethyl acetate. The orga... Starting materials: Cl.N1=C(N=CC=C1)N1CCNCC1 (1-(2-pyrimidinyl)piperazine hydrochloride), BrCCCC(=O)OCC (ethyl 4-bromobutyrate), C(=O)([O-])[O-].[Na+].[Na+] (Na2CO3), [OH-].[Na+] (NaOH). Run in O (water). Product: C(C)OC(CCCN1CCN(CC1)C1=NC=CC=N1)=O (Ethyl-4-[4-(2-pyrimidinyl)-1-piperazinyl]butyrate). Yield: 75.0%. RXN SMILES: Cl.[N:2]1[CH:7]=[CH:6][CH:5]=[N:4][C:3]=1[N:8]1[CH2:13][CH2:12][NH:11][CH2:10][CH2:9]1.[OH-].[Na+].Br[CH2:17][CH2:18][CH2:19][C:20]([O:22][CH2:23][CH3:24])=[O:21].C([O-])([O-])=O.[Na+].[Na+]>O>[CH2:23]([O:22][C:20](=[O:21])[CH2:19][CH2:18][CH2:17][N:11]1[CH2:12][CH2:13][N:8]([C:3]2[N:4]=[CH:5][CH:6]=[CH:7][N:2]=2)[CH2:9][CH2:10]1)[CH3:24] |f:0.1,2.3,5.6.7|. Procedure details: 1.2 equivalents of 1-(2-pyrimidinyl)piperazine hydrochloride was dissolved in water and the solution made strongly basic (pH 12-14) with 10% NaOH. The 2-phase mixture (the product is a yellow oil) was extracted three times with methyl isobutyl ketone (MIBK). The MIBK solution resulting was placed in a single neck round bottom flask fitted with magnetic stirrer, condenser and nitrogen atmosphere, and a Dean-Stark trap. To this solution was added 1 equivalent of ethyl 4-bromobutyrate, 1.1 equivale... The reactants are Cl.NCC1=C(C(=CC(=C1)C(C)(C)C)C=1C=NC(=CC1)C(F)(F)F)O (2-(aminomethyl)-4-(tert-butyl)-6-(6-(trifluoromethyl)pyridin-3-yl)phenol hydrochloride), hydrochloride salt, [BH4-].[Na+] (Sodium borohydride), C([O-])(O)=O.[Na+] (sodium bicarbonate). Solvent: C(C)(=O)OCC (ethyl acetate). Reaction conditions: time 3 day. Yields the product C(C)(C)(C)C=1C=C(C(=C(CNC(CNC(OC(C)(C)C)=O)C)C1)O)C=1C=NC(=CC1)C(F)(F)F (tert-butyl (2-((5-(tert-butyl)-2-hydroxy-3-(6-(trifluoromethyl)pyridin-3-yl)benzyl)amino)propyl)carbamate). The yield is 67.0%. RXN SMILES: Cl.[NH2:2][CH2:3][C:4]1[CH:9]=[C:8]([C:10]([CH3:13])([CH3:12])[CH3:11])[CH:7]=[C:6]([C:14]2[CH:15]=[N:16][C:17]([C:20]([F:23])([F:22])[F:21])=[CH:18][CH:19]=2)[C:5]=1[OH:24].[C:25](=[O:28])(O)[O-:26].[Na+].[BH4-].[Na+]>C(OCC)(=O)C>[C:10]([C:8]1[CH:7]=[C:6]([C:14]2[CH:15]=[N:16][C:17]([C:20]([F:21])([F:22])[F:23])=[CH:18][CH:19]=2)[C:5]([OH:24])=[C:4]([CH:9]=1)[CH2:3][NH:2][CH:4]([CH3:5])[CH2:3][NH:2][C:25](=[O:28])[O:26][C:8]([CH3:10])([CH3:9])[CH3:7])([CH3:13])([CH3:12])[CH3:11] |f:0.1,2.3,4.5|. Reported procedure: The free base of 2-(aminomethyl)-4-(tert-butyl)-6-(6-(trifluoromethyl)pyridin-3-yl)phenol hydrochloride (Example 64), was prepared by partitioning the hydrochloride salt (560 mg, 1.55 mmol) between ethyl acetate and a saturated aqueous sodium bicarbonate solution. The organic phase was separated, dried (Na2SO4), filtered and the solvent removed under reduced pressure. The residue was redissolved in a solution of tert-butyl (2-oxopropyl)carbamate in ethanol (5 mL) and stirred for three days. Sodi...